Dataset: the Open Reaction Database (ORD), a public repository of structured organic reaction records. Task: describe an organic reaction: reactants, conditions, products, and yield Starting materials: BrC1=C(C=C(C#N)C=C1C)CC (4-bromo-3-ethyl-5-methyl-benzonitrile), C(C)OC(C=C)OCC (acrolein diethyl acetal). The product is C(C)OC(CCC1=C(C=C(C=C1C)C#N)CC)=O (3-(4-Cyano-2-ethyl-6-methyl-phenyl)-propionic acid ethyl ester). As a reaction SMILES: Br[C:2]1[C:9]([CH3:10])=[CH:8][C:5]([C:6]#[N:7])=[CH:4][C:3]=1[CH2:11][CH3:12].[CH2:13]([O:15][CH:16]([O:19]CC)[CH:17]=[CH2:18])[CH3:14]>>[CH2:13]([O:15][C:16](=[O:19])[CH2:17][CH2:18][C:2]1[C:9]([CH3:10])=[CH:8][C:5]([C:6]#[N:7])=[CH:4][C:3]=1[CH2:11][CH3:12])[CH3:14]. Procedure: The title compound is prepared from 4-bromo-3-ethyl-5-methyl-benzonitrile and commercially available acrolein diethyl acetal following literature procedures (G. Battistuzzi, S. Cacchi, G. Fabrizi, R. Bernini, Synlett 8 (2003) 1133-1136); LC-MS: tR=0.91 min; 1H NMR (CDCl3): δ 1.2 (m, 6H), 2.38 (s, 3H), 2.44 (m, 2H), 2.70 (q, J 7.5 Hz, 2H), 3.03 (m, 2H), 4.18 (q, J 7.3 Hz, 2H), 7.30 (s, 1H), 7.34 (s, 1H). Starting materials: [Li]CCCC, CCCCCC, Cc1ccsn1, O=C1CCC2(CC1)OCCO2, C1CCOC1. Product: Cc1cc(C2(O)CCC3(CC2)OCCO3)sn1. Reaction SMILES: [CH2:1]([Li:2])[CH2:3][CH2:4][CH3:5].[CH3:23][CH2:24][CH2:25][CH2:26][CH2:27][CH3:28].[CH3:6][c:7]1[n:8][s:9][cH:10][cH:11]1.[O:12]1[CH2:13][CH2:14][O:15][C:16]12[CH2:17][CH2:18][C:19](=[O:22])[CH2:20][CH2:21]2.[O:29]1[CH2:30][CH2:31][CH2:32][CH2:33]1>>[CH3:6][c:7]1[n:8][s:9][c:10]([C:19]2([OH:22])[CH2:18][CH2:17][C:16]3([O:12][CH2:13][CH2:14][O:15]3)[CH2:21][CH2:20]2)[cH:11]1. Starting materials: O1CCOC2=C1C=CC=C2N (2,3-Dihydro-1,4-benzodioxin-5-amine), Cl.ClCCNCCCl (bis(2-chloroethyl)amine hydrochloride). Run in ClC1=CC=CC=C1 (chlorobenzene). Yields the product O1CCOC2=C1C=CC=C2N2CCNCC2 (1-(2,3-Dihydro-1,4-benzodioxin-5-yl)piperazine). Yield: 90.8%. RXN SMILES: [O:1]1[C:6]2[CH:7]=[CH:8][CH:9]=[C:10]([NH2:11])[C:5]=2[O:4][CH2:3][CH2:2]1.Cl.Cl[CH2:14][CH2:15][NH:16][CH2:17][CH2:18]Cl>ClC1C=CC=CC=1>[O:1]1[C:6]2[CH:7]=[CH:8][CH:9]=[C:10]([N:11]3[CH2:18][CH2:17][NH:16][CH2:15][CH2:14]3)[C:5]=2[O:4][CH2:3][CH2:2]1 |f:1.2|. Procedure: The solution of the product of example 13 (1.50 g, 0.010 mol) and bis(2-chloroethyl)amine hydrochloride (1.77 g 0.01 mol) in chlorobenzene (20 ml) was heated under reflux for 24 h, cooled to room temperature and evaporated in vacuo. The white solid was dissolved in aqueous sodium hydroxide (100 ml) and extracted into ethyl acetate (3×50 ml). The extracts were dried (MgSO4) and evaporated in vacuo to give the product (2.00 g). The reactants are CSSC(C)(C)CCC(=O)O, CN(C)C=O, CC(C)N=C=NC(C)C, NCCCOc1cc(CO)cc(CO)c1, O, O, On1nnc2ccccc21. Yields the product CSSC(C)(C)CCC(=O)NCCCOc1cc(CO)cc(CO)c1. As a reaction SMILES: [CH3:16][C:17]([CH2:18][CH2:19][C:20](=[O:21])[OH:22])([CH3:23])[S:24][S:25][CH3:26].[CH3:47][N:48]([CH3:49])[CH:50]=[O:51].[CH:27]([N:28]=[C:29]=[N:30][CH:31]([CH3:32])[CH3:33])([CH3:34])[CH3:35].[NH2:1][CH2:2][CH2:3][CH2:4][O:5][c:6]1[cH:7][c:8]([CH2:14][OH:15])[cH:9][c:10]([CH2:12][OH:13])[cH:11]1.[OH2:36].[OH2:52].[OH:37][n:38]1[c:39]2[cH:40][cH:41][cH:42][cH:43][c:44]2[n:45][n:46]1>>[NH:1]([CH2:2][CH2:3][CH2:4][O:5][c:6]1[cH:7][c:8]([CH2:14][OH:15])[cH:9][c:10]([CH2:12][OH:13])[cH:11]1)[C:20]([CH2:19][CH2:18][C:17]([CH3:16])([CH3:23])[S:24][S:25][CH3:26])=[O:21]. Starting materials: C(C)(C)(C)NC (N-tert-butyl-N-methyl amine), [N+](=O)([O-])C1=CC=C(C(=O)Cl)C=C1 (4-nitrobenzoyl chloride). Run in C1=CC=CC=C1 (benzene). Product: C(C)(C)(C)N(C(C1=CC=C(C=C1)[N+](=O)[O-])=O)C (N-tert-butyl-N-methyl 4-nitrobenzamide). The yield is 72.6%. RXN SMILES: [C:1]([NH:5][CH3:6])([CH3:4])([CH3:3])[CH3:2].[N+:7]([C:10]1[CH:18]=[CH:17][C:13]([C:14](Cl)=[O:15])=[CH:12][CH:11]=1)([O-:9])=[O:8]>C1C=CC=CC=1>[C:1]([N:5]([CH3:6])[C:14](=[O:15])[C:13]1[CH:17]=[CH:18][C:10]([N+:7]([O-:9])=[O:8])=[CH:11][CH:12]=1)([CH3:4])([CH3:3])[CH3:2]. Procedure: The preparation of Example 1 was repeated with the changes that the starting reactants were N-tert-butyl-N-methyl amine (3.36 g, 0.0386 mole) and 4-nitrobenzoyl chloride (3.58 g, 0.0193 mole), the reaction was carried out in benzene, the product was crystallized from cold ethanol, and the desired product was 3.31 g of crystals (28% yield), mp 119°-121° C. Proton nuclear magnetic resonance (89.55 MHz) showed absorptions at 8.252 ppm (d, 8.8 Hz, 2H; 3,5-aryl H); 7.569 ppm (d, 8.8 Hz, 2H; 2,6-aryl ... Reactants: CCCCCCCCc1ccc(C(=O)Cl)cc1, CCCCCCCCc1ccc(C(=O)O)cc1, CCCCCCCCc1ccc(C(=O)N=C=S)cc1, Cc1ccccc1, CCO, COc1cc2nccc(Oc3ccc(N)cc3Cl)c2cc1OC, O=S(Cl)Cl. Product: CCCCCCCCc1ccc(C(=O)NC(=S)Nc2ccc(Oc3ccnc4cc(OC)c(OC)cc34)c(Cl)c2)cc1. Reaction SMILES: [CH2:22]([c:23]1[cH:24][cH:25][c:26]([C:27]([Cl:28])=[O:29])[cH:30][cH:31]1)[CH2:32][CH2:33][CH2:34][CH2:35][CH2:36][CH2:37][CH3:38].[CH2:5]([c:6]1[cH:7][cH:8][c:9]([C:10]([OH:11])=[O:12])[cH:13][cH:14]1)[CH2:15][CH2:16][CH2:17][CH2:18][CH2:19][CH2:20][CH3:21].[CH2:62]([CH2:63][CH2:64][CH2:65][CH2:66][CH2:67][CH2:68][CH3:69])[c:70]1[cH:71][cH:72][c:73]([C:76](=[O:77])[N:78]=[C:79]=[S:80])[cH:74][cH:75]1.[CH3:81][c:82]1[cH:83][cH:84][cH:85][cH:86][cH:87]1.[CH3:88][CH2:89][OH:90].[Cl:39][c:40]1[cH:41][c:42]([NH2:43])[cH:44][cH:45][c:46]1[O:47][c:48]1[cH:49][cH:50][n:51][c:52]2[cH:53][c:54]([O:60][CH3:61])[c:55]([O:58][CH3:59])[cH:56][c:57]12.[S:1]([Cl:2])([Cl:3])=[O:4]>>[Cl:39][c:40]1[cH:41][c:42]([NH:43][C:79]([NH:78][C:76]([c:73]2[cH:72][cH:71][c:70]([CH2:62][CH2:63][CH2:64][CH2:65][CH2:66][CH2:67][CH2:68][CH3:69])[cH:75][cH:74]2)=[O:77])=[S:80])[cH:44][cH:45][c:46]1[O:47][c:48]1[cH:49][cH:50][n:51][c:52]2[cH:53][c:54]([O:60][CH3:61])[c:55]([O:58][CH3:59])[cH:56][c:57]12. The reactants are C1(\C=C/C(=O)O1)=O (maleic anhydride), ClC1=CC=C(C=C1)F (1-chloro-4-fluorobenzene), [Cl-].[Al+3].[Cl-].[Cl-] (aluminium chloride), Cl (hydrogen chloride). Run at time 8 hour. The product is FC1=C(C=C(C=C1)Cl)C(/C=C/C(=O)O)=O (4-(2'-fluoro-5'-chlorophenyl)-4-oxo-2E-butenoic acid). Reaction SMILES: [C:1]1(=[O:7])[O:6][C:4](=[O:5])[CH:3]=[CH:2]1.[Cl:8][C:9]1[CH:14]=[CH:13][C:12]([F:15])=[CH:11][CH:10]=1.[Cl-].[Al+3].[Cl-].[Cl-].Cl>>[F:15][C:12]1[CH:13]=[CH:14][C:9]([Cl:8])=[CH:10][C:11]=1[C:1](=[O:7])/[CH:2]=[CH:3]/[C:4]([OH:6])=[O:5] |f:2.3.4.5|. Procedure details: Finely pulverized maleic anhydride (3.0 g) is added portionwise to a mixture of 1-chloro-4-fluorobenzene (24.6 g) and anhydrous aluminium chloride (11.56 g). A gas bubbler is attached to the top of the condenser and the mixture is heated in an oil bath at 80°-85° C. for 2 hours at which time little hydrogen chloride gas evolution is evident. The mixture is cooled and the excess 1-chloro-4-fluorobenzene is recovered by distillation at water aspirator pressure. The resultant mixture is quenched wi... The reactants are CCOC(=O)C(C)(C)Oc1cccc(Br)c1, C#CCO, CC(C)NC(C)C, [Cu]I, Cl[Pd]Cl, c1ccc(P(c2ccccc2)c2ccccc2)cc1, c1ccc(P(c2ccccc2)c2ccccc2)cc1. Product: CCOC(=O)C(C)(C)Oc1cccc(CCCO)c1. RXN SMILES: [Br:1][c:2]1[cH:3][c:4]([O:5][C:6]([C:7](=[O:8])[O:9][CH2:10][CH3:11])([CH3:12])[CH3:13])[cH:14][cH:15][cH:16]1.[CH2:17]([C:18]#[CH:19])[OH:20].[CH:21]([NH:22][CH:23]([CH3:24])[CH3:25])([CH3:26])[CH3:27].[Cu:69][I:70].[Pd:28]([Cl:29])[Cl:30].[c:31]1([P:32]([c:33]2[cH:34][cH:35][cH:36][cH:37][cH:38]2)[c:39]2[cH:40][cH:41][cH:42][cH:43][cH:44]2)[cH:45][cH:46][cH:47][cH:48][cH:49]1.[c:50]1([P:51]([c:52]2[cH:53][cH:54][cH:55][cH:56][cH:57]2)[c:58]2[cH:59][cH:60][cH:61][cH:62][cH:63]2)[cH:64][cH:65][cH:66][cH:67][cH:68]1>>[c:2]1([CH2:19][CH2:18][CH2:17][OH:20])[cH:3][c:4]([O:5][C:6]([C:7](=[O:8])[O:9][CH2:10][CH3:11])([CH3:12])[CH3:13])[cH:14][cH:15][cH:16]1. Reactants: BrC1=C(C=CC=C1)CCOC1OCCCC1 (2-[2-(2-bromo-phenyl)-ethoxy]-tetrahydro-pyran), Cl (HCl), [Li]CCCC (BuLi), B(OC(C)C)(OC(C)C)OC(C)C (Triisopropyl borate). The solvent is O (H2O), CCOC(=O)C (EtOAc), C1CCOC1 (THF). Run at time 8 hour. The product is B1(OCCC2=C1C=CC=C2)O (3,4-dihydro-benzo[c][1,2]oxaborinin-1-ol). Yield: 95.9%. As a reaction SMILES: Br[C:2]1[CH:7]=[CH:6][CH:5]=[CH:4][C:3]=1[CH2:8][CH2:9][O:10]C1CCCCO1.[Li]CCCC.[B:22](OC(C)C)(OC(C)C)[O:23]C(C)C.Cl>C1COCC1.O.CCOC(C)=O>[B:22]1([OH:23])[C:2]2[CH:7]=[CH:6][CH:5]=[CH:4][C:3]=2[CH2:8][CH2:9][O:10]1. Procedure details: To a solution of 2-[2-(2-bromo-phenyl)-ethoxy]-tetrahydro-pyran (1.0 g, 3.5 mmol, 1.0 eq.) in THF (20 mL) at −78° C. was slowly added BuLi (2.4 mL, 2.5 M solution in THF, 3.8 mmol, 1.1 eq.) under nitrogen atmosphere. Triisopropyl borate (1.2 mL, 5.25 mmol, 1.5 eq.) was then added and the mixture was allowed to warm to room temperature gradually and stirred overnight. After carefully adding HCl (10 mL, 6N), the yellowish solution was stirred at room temperature for another 1 h and then poured int... Starting materials: C(C)(C)C1=NC(=C(C(=C1CO)C1=CC=C(C=C1)F)\C=C\C1=CC=C(C=C1)C)C(C)C (2,6-Diisopropyl-3-hydroxymethyl-4-(4-fluorophenyl)-5-[2(E)-(4-methyl-phenyl)ethenyl]pyridine), C(C)(=O)OCC.CCCCCC (ethyl acetate hexane). The product is C(C)(C)C1N(C(=C(C(=C1O)C1=CC=C(C=C1)F)CCC1=CC=C(C=C1)C)C(C)C)C (2,6-Diisopropyl-3-hydroxyl methyl-4-(4-fluorophenyl)-5-[2-(4-methyl-phenyl)ethyl]pyridine). Reaction SMILES: C([C:4]1C(CO)=[C:8]([C:12]2[CH:17]=[CH:16][C:15]([F:18])=[CH:14][CH:13]=2)[C:7](/[CH:19]=[CH:20]/[C:21]2[CH:26]=[CH:25][C:24]([CH3:27])=[CH:23][CH:22]=2)=[C:6]([CH:28]([CH3:30])[CH3:29])[N:5]=1)(C)C.C([O:34][CH2:35][CH3:36])(=O)C.[CH3:37][CH2:38][CH2:39]CCC>>[CH:38]([CH:36]1[C:35]([OH:34])=[C:8]([C:12]2[CH:17]=[CH:16][C:15]([F:18])=[CH:14][CH:13]=2)[C:7]([CH2:19][CH2:20][C:21]2[CH:26]=[CH:25][C:24]([CH3:27])=[CH:23][CH:22]=2)=[C:6]([CH:28]([CH3:29])[CH3:30])[N:5]1[CH3:4])([CH3:39])[CH3:37] |f:1.2|. Reported procedure: The title compound was prepared from 2,6diisopropyl-3-hydroxymethyl-4-(4-fluorophenyl)-5-[2(E)-(4-methylphenyl)ethenyl]pyridine (Example 42 ) according to the procedure described in Example 1, Step H. 1H NMR (300 MHz, CDCl3): δ7.17 (m, 4 H), 7.02 (d, J=7.7 Hz, 2 H), 6.75 (d, J=7.7 Hz, 2 H), 4.36 (d, J=4 Hz, 2 H), 3.43 (sept, J=6.6 Hz, 1 H), 3.34 (sept, J=6.6 Hz, 1 H), 2.55 (m, 4 H), 2.29 (s, 3 H), 1.34 (d, J=6.6 Hz, 6 H), 1.33 (d, J=6.6 Hz, 6 H), 1.20 (m, 1 H). FAB-MS: calculated for (C27H32FNO)...